This data is from the Open Reaction Database (ORD), a public repository of structured organic reaction records. The task is: describe an organic reaction: reactants, conditions, products, and yield The reactants are C1(CCCC1)N1N=C(C(=C1N)C(=O)N)CC (1-cyclopentyl-3-ethyl-5-amino-1H-pyrazole-4-carboxamide), N1=CC=C(C=C1)COC=1C=C(C=O)C=CC1 (3-(4-pyridinylmethoxy)benzaldehyde), carboxamide. Reagents/catalysts: [Pd] (palladium on carbon). The solvent is xylenes. The product is C1(CCCC1)N1NC(=C2C1=NC(=NC2=O)C2=CC(=CC=C2)OCC2=CC=NC=C2)CC (1-cyclopentyl-3-ethyl-6-[3-[4-pyridinylmethoxy]phenyl]pyrazolo[3,4-d]pyrimidin-4-one). Yield: 21.6%. Reaction SMILES: [CH:1]1([N:6]2[C:10]([NH2:11])=[C:9]([C:12]([NH2:14])=[O:13])[C:8]([CH2:15][CH3:16])=[N:7]2)[CH2:5][CH2:4][CH2:3][CH2:2]1.[N:17]1[CH:22]=[CH:21][C:20]([CH2:23][O:24][C:25]2[CH:26]=[C:27]([CH:30]=[CH:31][CH:32]=2)[CH:28]=O)=[CH:19][CH:18]=1>[Pd]>[CH:1]1([N:6]2[C:10]3=[N:11][C:28]([C:27]4[CH:30]=[CH:31][CH:32]=[C:25]([O:24][CH2:23][C:20]5[CH:19]=[CH:18][N:17]=[CH:22][CH:21]=5)[CH:26]=4)=[N:14][C:12](=[O:13])[C:9]3=[C:8]([CH2:15][CH3:16])[NH:7]2)[CH2:2][CH2:3][CH2:4][CH2:5]1. Procedure details: A mixture of 1-cyclopentyl-3-ethyl-5-amino-1H-pyrazole-4-carboxamide (2.7 g, 0.124 mol), 3-(4-pyridinylmethoxy)benzaldehyde (3.95 g, 0.0185 mol) and xylenes (100 ml) was refluxed overnight. Additional carboxamide (1 g) was added and the mixture was refluxed for another 2 days. 10% palladium on carbon (1 g) was added and the mixture was refluxed for another 3 hours. The catalyst was removed by filtration, the filtrate was concentrated in vacuo and the solid residue was collected by filtration. Ad... The reactants are Si-Thiol, O[C@H]1CN(C[C@@H]1CO)C1=NC=C(C(=O)NC2=CC=C(C=C2)OC(F)(F)F)C=C1B1OC(C(O1)(C)C)(C)C (6-((3R,4R)-3-Hydroxy-4-(hydroxymethyl)pyrrolidin-1-yl)-5-(4,4,5,5-tetramethyl-1,3,2-dioxaborolan-2-yl)-N-(4-(trifluoromethoxy)phenyl)nicotinamide), BrC1=CN=CS1 (5-bromothiazole), [O-]P(=O)([O-])[O-].[K+].[K+].[K+] (K3PO4). Reagents/catalysts: C=1C=CC(=CC1)[P](C=2C=CC=CC2)(C=3C=CC=CC3)[Pd]([P](C=4C=CC=CC4)(C=5C=CC=CC5)C=6C=CC=CC6)([P](C=7C=CC=CC7)(C=8C=CC=CC8)C=9C=CC=CC9)[P](C=1C=CC=CC1)(C=1C=CC=CC1)C=1C=CC=CC1 (Pd(Ph3P)4). Run at temperature 110 celsius, time 16 hour. Yields the product O[C@@H]1CN(C[C@H]1CO)C1=NC=C(C(=O)NC2=CC=C(C=C2)OC(F)(F)F)C=C1C1=CN=CS1 (6-(trans-3-Hydroxy-4-(hydroxymethyl)pyrrolidin-1-yl)-5-(thiazol-5-yl)-N-(4-(trifluoromethoxy)phenyl)nicotinamide). Reaction SMILES: [OH:1][C@@H:2]1[C@@H:6]([CH2:7][OH:8])[CH2:5][N:4]([C:9]2[C:28](B3OC(C)(C)C(C)(C)O3)=[CH:27][C:12]([C:13]([NH:15][C:16]3[CH:21]=[CH:20][C:19]([O:22][C:23]([F:26])([F:25])[F:24])=[CH:18][CH:17]=3)=[O:14])=[CH:11][N:10]=2)[CH2:3]1.Br[C:39]1[S:43][CH:42]=[N:41][CH:40]=1.[O-]P([O-])([O-])=O.[K+].[K+].[K+]>C1C=CC([P]([Pd]([P](C2C=CC=CC=2)(C2C=CC=CC=2)C2C=CC=CC=2)([P](C2C=CC=CC=2)(C2C=CC=CC=2)C2C=CC=CC=2)[P](C2C=CC=CC=2)(C2C=CC=CC=2)C2C=CC=CC=2)(C2C=CC=CC=2)C2C=CC=CC=2)=CC=1>[OH:1][C@H:2]1[C@H:6]([CH2:7][OH:8])[CH2:5][N:4]([C:9]2[C:28]([C:39]3[S:43][CH:42]=[N:41][CH:40]=3)=[CH:27][C:12]([C:13]([NH:15][C:16]3[CH:21]=[CH:20][C:19]([O:22][C:23]([F:26])([F:24])[F:25])=[CH:18][CH:17]=3)=[O:14])=[CH:11][N:10]=2)[CH2:3]1 |f:2.3.4.5,^1:55,57,76,95|. Procedure: 6-((3R,4R)-3-Hydroxy-4-(hydroxymethyl)pyrrolidin-1-yl)-5-(4,4,5,5-tetramethyl-1,3,2-dioxaborolan-2-yl)-N-(4-(trifluoromethoxy)phenyl)nicotinamide (Stage 17.1, 50 mg, 0.096 mmol), 5-bromothiazole (78 mg, 0.478 mmol), Pd(Ph3P)4 (11.04 mg, 9.55 μmol), K3PO4 (81 mg, 0.382 mmol) toluene (478 μL) were added to a MW vial, which was sealed, evacuated/purged with argon and the RM was stirred for 16 h at 110° C. The RM was diluted with DME (2 mL)/EtOAc (1 mL), treated with Si-Thiol (Silicycle, 1.44 mmol/g... Reactants: COC(=O)Cc1cccc(-c2ccc3c(C)c(C(=O)c4ccc(Cl)cc4Cl)oc3c2)c1, CO, [Li+], C1CCOC1, [OH-], O. Product: Cc1c(C(=O)c2ccc(Cl)cc2Cl)oc2cc(-c3cccc(CC(=O)O)c3)ccc12. RXN SMILES: [CH3:1][O:2][C:3]([CH2:4][c:5]1[cH:6][c:7](-[c:11]2[cH:12][c:13]3[c:14]([c:15]([CH3:28])[c:16]([C:18]([c:19]4[c:20]([Cl:26])[cH:21][c:22]([Cl:25])[cH:23][cH:24]4)=[O:27])[o:17]3)[cH:29][cH:30]2)[cH:8][cH:9][cH:10]1)=[O:31].[CH3:32][OH:33].[Li+:35].[O:37]1[CH2:38][CH2:39][CH2:40][CH2:41]1.[OH-:36].[OH2:34]>>[O:2]=[C:3]([CH2:4][c:5]1[cH:6][c:7](-[c:11]2[cH:12][c:13]3[c:14]([c:15]([CH3:28])[c:16]([C:18]([c:19]4[c:20]([Cl:26])[cH:21][c:22]([Cl:25])[cH:23][cH:24]4)=[O:27])[o:17]3)[cH:29][cH:30]2)[cH:8][cH:9][cH:10]1)[OH:31].